This data is from the Open Reaction Database (ORD), a public repository of structured organic reaction records. The task is: describe an organic reaction: reactants, conditions, products, and yield Reactants: Cl (hydrochloric acid), O (water), [N+](=O)([O-])C1(CCCCC1)CCC=1SC2=C(N1)C=1C=CC=CC1C2 (2-[2-(1-nitrocyclohexyl)ethyl]-8H-indeno[1,2-d]thiazole), S(O)(O)(=O)=O (sulfuric acid). Reagents/catalysts: O.O.O.O.O.O.O.S(=O)(=O)([O-])[O-].[Fe+2] (iron(II) sulfate heptahydrate), [Fe] (iron). The solvent is CO (methanol). Product: NC1(CCCCC1)CCC=1SC2=C(N1)C=1C=CC=CC1C2 (2-[2-(1-aminocyclohexyl)ethyl]-8H-indeno[1,2-d]thiazole). Isolated yield 14.5%. Reaction SMILES: [N+:1]([C:4]1([CH2:10][CH2:11][C:12]2[S:13][C:14]3[CH2:23][C:22]4[CH:21]=[CH:20][CH:19]=[CH:18][C:17]=4[C:15]=3[N:16]=2)[CH2:9][CH2:8][CH2:7][CH2:6][CH2:5]1)([O-])=O.O.S(=O)(=O)(O)O.Cl>CO.O.O.O.O.O.O.O.S([O-])([O-])(=O)=O.[Fe+2].[Fe]>[NH2:1][C:4]1([CH2:10][CH2:11][C:12]2[S:13][C:14]3[CH2:23][C:22]4[CH:21]=[CH:20][CH:19]=[CH:18][C:17]=4[C:15]=3[N:16]=2)[CH2:9][CH2:8][CH2:7][CH2:6][CH2:5]1 |f:5.6.7.8.9.10.11.12.13|. Procedure: To a solution of 910 mg of 2-[2-(1-nitrocyclohexyl)ethyl]-8H-indeno[1,2-d]thiazole in 10 ml of methanol were added 390 mg of iron(II) sulfate heptahydrate, 290 mg of iron reduced, 30 ml of water, and 1.5 g of concentrated sulfuric acid successively, followed by heating under reflux for 2 hours. The reaction mixture was poured into 1N hydrochloric acid, followed by extraction with ethyl acetate to remove unreacted starting materials. The aqueous layer was then neutralized, followed by extraction ... Starting materials: CI (methyl iodide), [OH-].[K+] (potassium hydroxide), N1=CNC2=C1C=CC=C2 (benzimidazole). The solvent is C(C)O (ethanol), O (water). The product is CN1C=NC2=C1C=CC=C2 (1-methyl-benzimidazole). Reaction SMILES: [CH3:1]I.[OH-].[K+].[N:5]1[C:9]2[CH:10]=[CH:11][CH:12]=[CH:13][C:8]=2[NH:7][CH:6]=1>C(O)C.O>[CH3:1][N:5]1[C:9]2[CH:10]=[CH:11][CH:12]=[CH:13][C:8]=2[N:7]=[CH:6]1 |f:1.2|. Procedure details: 14.1 g of methyl iodide and 6.15 g of potassium hydroxide were added to a suspension of 11.8 g of benzimidazole in 50 ml of ethanol and 30 ml of water and the mixture was refluxed for 6 hours and was then cooled. The mixture was extracted three times with chloroform and the combined chloroform extracts were dried and filtered. The filtrate was evaporated to dryness and the oily residue was chromatographed over neutral alumina. Elution with chloroform yielded 1-methyl-benzimidazole as a crude oil... Reactants: CCOC(C)=O, CC(C)[N-]C(C)C, COc1cc2ncnc(Cl)c2cc1OC, [Li+], C1CCOC1, O, c1ccc(C2CC2)cc1. Product: COc1cc2ncnc(C3(c4ccccc4)CC3)c2cc1OC. Reaction SMILES: [CH3:39][CH2:40][O:41][C:42](=[O:43])[CH3:44].[CH:10]([N-:11][CH:12]([CH3:13])[CH3:14])([CH3:15])[CH3:16].[Cl:18][c:19]1[n:20][cH:21][n:22][c:23]2[cH:24][c:25]([O:31][CH3:32])[c:26]([O:29][CH3:30])[cH:27][c:28]12.[Li+:17].[O:34]1[CH2:35][CH2:36][CH2:37][CH2:38]1.[OH2:33].[c:1]1([CH:7]2[CH2:8][CH2:9]2)[cH:2][cH:3][cH:4][cH:5][cH:6]1>>[c:1]1([C:7]2([c:19]3[n:20][cH:21][n:22][c:23]4[cH:24][c:25]([O:31][CH3:32])[c:26]([O:29][CH3:30])[cH:27][c:28]34)[CH2:8][CH2:9]2)[cH:2][cH:3][cH:4][cH:5][cH:6]1. Reported procedure: 3-acetyl-1,4,5,6-tetrahydropyridine (20.0 g, 0.16 mole) was added under nitrogen to a mixture of sodium hydride (5.76 g, 0.24 mole) and dry dimethylformamide (50 ml) stirring at 0°C. and stirring was continued for 15 minutes 2-Bromopropane (21.5 g, 0.175 mole) was then added dropwise over 15 min, stirring continued for a further hour at 0°C. then overnight at room temperature. The reaction mixture was cautiously added to iced water (100 g) under nitrogen and extracted with diethyl ether (3×100 m... Yields the product CC(C)N1C=C(CCC1)C(=O)C (Methyl 1-(1-methylethyl)-1,4,5,6-tetrahydro-3-pyridyl ketone). Run at temperature 0 celsius, time 15 minute. Reactants: C(C)(=O)C1=CNCCC1 (3-acetyl-1,4,5,6-tetrahydropyridine), [H-].[Na+] (sodium hydride), CN(C=O)C (dimethylformamide), BrC(C)C (2-Bromopropane). As a reaction SMILES: [C:1]([C:4]1[CH2:9][CH2:8][CH2:7][NH:6][CH:5]=1)(=[O:3])[CH3:2].[H-].[Na+].CN(C)C=O.Br[CH:18]([CH3:20])[CH3:19]>O>[CH3:19][CH:18]([N:6]1[CH2:7][CH2:8][CH2:9][C:4]([C:1]([CH3:2])=[O:3])=[CH:5]1)[CH3:20] |f:1.2|. The solvent is O (water). The reactants are C=CC(C)(C)C, CCOCC, COCCOC, O=C(Cl)C(Cl)(Cl)Cl, [Zn]. The product is CC(C)(C)C1CC(=O)C1(Cl)Cl. Reaction SMILES: [CH3:1][C:2]([CH:3]=[CH2:4])([CH3:5])[CH3:6].[CH3:20][CH2:21][O:22][CH2:23][CH3:24].[CH3:7][O:8][CH2:9][CH2:10][O:11][CH3:12].[Cl:13][C:14]([C:15](=[O:16])[Cl:18])([Cl:17])[Cl:19].[Zn:25]>>[CH3:1][C:2]([CH:3]1[CH2:4][C:15](=[O:16])[C:14]1([Cl:13])[Cl:19])([CH3:5])[CH3:6]. The reactants are C(C)(=O)OCC1=NC=C(C(=C1)OC)C ((4-methoxy-5-methyl-2-pyridyl)methyl acetate), [OH-].[Na+] (sodium hyroxide). The solvent is C(C)O (ethanol). Run at time 3 hour. The product is COC1=CC(=NC=C1C)CO (4-methoxy-5-methyl-2-pyridylmethanol). RXN SMILES: C([O:4][CH2:5][C:6]1[CH:11]=[C:10]([O:12][CH3:13])[C:9]([CH3:14])=[CH:8][N:7]=1)(=O)C.[OH-].[Na+]>C(O)C>[CH3:13][O:12][C:10]1[C:9]([CH3:14])=[CH:8][N:7]=[C:6]([CH2:5][OH:4])[CH:11]=1 |f:1.2|. Procedure: 47.8 g of (4-methoxy-5-methyl-2-pyridyl)methyl acetate were dissolved in 330 ml of ethanol. 165 ml of 3N sodium hyroxide solution were then added dropwise thereto at 0° and the mixture was stirred at room temperature for a further 3 hours. The ethanol was subsequently removed in vacuo, whereupon the residual aqueous solution was extracted three times with 250 ml of methylene chloride. The organic extracts were dried over sodium sulfate and evaporated in vacuo. The residue crystallizes from petro... The reactants are Clc1ncnc2ncccc12, Nc1ccccc1, [NH4+], [OH-], O. Yields the product c1ccc(Nc2ncnc3ncccc23)cc1. RXN SMILES: [Cl:1][c:2]1[c:3]2[c:4]([n:5][cH:6][n:7]1)[n:8][cH:9][cH:10][cH:11]2.[NH2:12][c:13]1[cH:14][cH:15][cH:16][cH:17][cH:18]1.[NH4+:19].[OH-:20].[OH2:21]>>[c:2]1([NH:12][c:13]2[cH:14][cH:15][cH:16][cH:17][cH:18]2)[c:3]2[c:4]([n:5][cH:6][n:7]1)[n:8][cH:9][cH:10][cH:11]2.